The task is: describe an organic reaction: reactants, conditions, products, and yield. This data is from the Open Reaction Database (ORD), a public repository of structured organic reaction records. The reactants are Cl (Hydrochloric acid), [BH4-].[Na+] (Sodium borohydride), OC(CCCCCCCCCCCCCCCN1C(=O)N(C=2N=CN(C2C1=O)C)C)CO (1-(16,17-dihydroxyheptadecyl)-3,7-dimethylxanthine), 1-(16,17-oxidoheptadecyl)-3,7-dimethylxanthine. Solvent: C(C)O (ethanol). Run at temperature 60 celsius, time 16 hour. Yields the product OC(CCCCCCCCCCCCCCCN1C(=O)N(C=2N=CN(C2C1=O)C)C)C (1-(16-hydroxyheptadecyl)-3,7-dimethylxanthine). The yield is 90.0%. As a reaction SMILES: [BH4-].[Na+].[OH:3][CH:4]([CH2:33]O)[CH2:5][CH2:6][CH2:7][CH2:8][CH2:9][CH2:10][CH2:11][CH2:12][CH2:13][CH2:14][CH2:15][CH2:16][CH2:17][CH2:18][CH2:19][N:20]1[C:29](=[O:30])[C:28]2[N:27]([CH3:31])[CH:26]=[N:25][C:24]=2[N:23]([CH3:32])[C:21]1=[O:22].Cl>C(O)C>[OH:3][CH:4]([CH3:33])[CH2:5][CH2:6][CH2:7][CH2:8][CH2:9][CH2:10][CH2:11][CH2:12][CH2:13][CH2:14][CH2:15][CH2:16][CH2:17][CH2:18][CH2:19][N:20]1[C:29](=[O:30])[C:28]2[N:27]([CH3:31])[CH:26]=[N:25][C:24]=2[N:23]([CH3:32])[C:21]1=[O:22] |f:0.1|. Reported procedure: 0.25 g of 1-(16,17-oxidoheptadecyl)-3,7-dimethylxanthine (0.58 mmol) was dissolved in ethanol (5 ml). Sodium borohydride (0.34 g, 0.93 mmol) was added to the ethanol solution and the reaction stirred at 60° C. for 16 hours. Hydrochloric acid (1.0M, 10 ml) was added and extracted with dichloromethane (2×30 ml). The combined extracts were dried over magnesium sulfate. Evaporated solvent left 0.225 g of 1-(16-hydroxyheptadecyl)-3,7-dimethylxanthine as a white solid (90% yield). Starting materials: Example 32-7, O (Water), CNC(OC1=CC=CC=C1)=O (phenyl methylcarbamate), [H-].[Na+] (sodium hydride), COCCCOC1=C(C=C2C=CNC2=C1)OC1=CC(=NC=C1)N (4-((6-(3-methoxypropoxy)-1H-indol-5-yl)oxy)pyridin-2-amine), Example 1-7. Solvent: CN(C=O)C (N,N-dimethylformamide), C(C)(=O)OCC (ethyl acetate). Run at time 10 minute. Product: NC1=NC=CC(=C1)OC=1C=C2C=CN(C2=CC1OCCCOC)C(=O)NC (5-((2-Aminopyridin-4-yl)oxy)-6-(3-methoxypropoxy)-N-methyl-1H-indole-1-carboxamide). Yield: 93.0%. Reaction SMILES: [H-].[Na+].[CH3:3][O:4][CH2:5][CH2:6][CH2:7][O:8][C:9]1[CH:17]=[C:16]2[C:12]([CH:13]=[CH:14][NH:15]2)=[CH:11][C:10]=1[O:18][C:19]1[CH:24]=[CH:23][N:22]=[C:21]([NH2:25])[CH:20]=1.[CH3:26][NH:27][C:28](=O)[O:29]C1C=CC=CC=1.O>CN(C)C=O.C(OCC)(=O)C>[NH2:25][C:21]1[CH:20]=[C:19]([O:18][C:10]2[CH:11]=[C:12]3[C:16](=[CH:17][C:9]=2[O:8][CH2:7][CH2:6][CH2:5][O:4][CH3:3])[N:15]([C:28]([NH:27][CH3:26])=[O:29])[CH:14]=[CH:13]3)[CH:24]=[CH:23][N:22]=1 |f:0.1|. Procedure: 50-72% Oily sodium hydride (308 mg) was added to a solution of 4-((6-(3-methoxypropoxy)-1H-indol-5-yl)oxy)pyridin-2-amine described in Production Example 32-7 (2.23 g, 7.12 mmol) in N,N-dimethylformamide (30 mL) under nitrogen atmosphere at 0° C. The reaction liquid was stirred for 10 minutes, then phenyl methylcarbamate described in Production Example 1-7 (1.40 g, 9.25 mmol) was added, and the resultant was further stirred at the same temperature for 30 minutes. Water and ethyl acetate were add...